From a dataset of the Open Reaction Database (ORD), a public repository of structured organic reaction records. describe an organic reaction: reactants, conditions, products, and yield Reactants: CCl (methyl chloride), Cl (hydrochloric acid), C(C)(C)N(CC)C(C)C (IPEA), COCCl (chloromethyl methyl ether), COC(C(CO)(C)C1=CC=C(C=C1)F)=O (2-(4-fluorophenyl)-3-hydroxy-2-methylpropionic acid methyl ester). Run in C(C)(=O)OCC (ethyl acetate), C1CCOC1 (THF). Conditions: temperature 0 celsius, time 1 hour. Product: FC1=CC=C(C=C1)C(C(=O)O)(COCOC)C (2-(4-fluorophenyl)-3-methoxymethoxy-2-methylpropionic acid). RXN SMILES: CCl.C[O:4][C:5](=[O:17])[C:6]([C:10]1[CH:15]=[CH:14][C:13]([F:16])=[CH:12][CH:11]=1)([CH3:9])[CH2:7][OH:8].C(N(C(C)C)CC)(C)C.[CH3:27][O:28][CH2:29]Cl.Cl>C(OCC)(=O)C.C1COCC1>[F:16][C:13]1[CH:14]=[CH:15][C:10]([C:6]([CH3:9])([CH2:7][O:8][CH2:27][O:28][CH3:29])[C:5]([OH:4])=[O:17])=[CH:11][CH:12]=1. Reported procedure: To a methyl chloride (10 mL)-and-THF (5 mL) solution of 2-(4-fluorophenyl)-3-hydroxy-2-methylpropionic acid methyl ester (825 mg) synthesized according to the method described in Tetrahedron Letters, 1999, vol. 40, p. 5467, IPEA (2 mL) and chloromethyl methyl ether (0.74 mL) were added at 0° C. The reaction solution was agitated at 0° C. for 1 hour, and then at room temperature for 10 hours. 1N hydrochloric acid and ethyl acetate were added to the reaction solution, and the organic layer was par... Starting materials: O=CCCC1CCN(CC1)C(=O)OC(C)(C)C (tert-butyl 4-(3-oxopropyl)piperidine-1-carboxylate), C([O-])([O-])=O.[K+].[K+] (potassium carbonate), [N+](=[N-])=C(C(C)=O)P(OC)(OC)=O (dimethyl (1-diazo-2-oxopropyl)phosphonate). Solvent: CO (methanol). The product is C(CC#C)C1CCN(CC1)C(=O)OC(C)(C)C (tert-butyl 4-(but-3-ynyl)piperidine-1-carboxylate). The yield is 78.0%. RXN SMILES: O=[CH:2][CH2:3][CH2:4][CH:5]1[CH2:10][CH2:9][N:8]([C:11]([O:13][C:14]([CH3:17])([CH3:16])[CH3:15])=[O:12])[CH2:7][CH2:6]1.[C:18](=O)([O-])[O-].[K+].[K+].[N+](=C(P(=O)(OC)OC)C(=O)C)=[N-]>CO>[CH2:4]([CH:5]1[CH2:10][CH2:9][N:8]([C:11]([O:13][C:14]([CH3:17])([CH3:16])[CH3:15])=[O:12])[CH2:7][CH2:6]1)[CH2:3][C:2]#[CH:18] |f:1.2.3|. Procedure: A solution of tert-butyl 4-(3-oxopropyl)piperidine-1-carboxylate (0.874 g, 3.62 mmol) in methanol (15 mL) was added with potassium carbonate (1.00 g, 7.24 mmol), and the mixture was stirred at room temperature. The reaction mixture was added with dimethyl (1-diazo-2-oxopropyl)phosphonate (0.692 g, 3.62 mmol), and the mixture was stirred at room temperature for additional 3 hours. The reaction mixture was concentrated, and then added with water, and the mixture was extracted with ethyl acetate. T... Starting materials: CO (methanol), C(C)(C)(C)C1=CC=C(C=C1)C(C=1C(=C2C(CC(OC2=CC1C(C)C)(C)C)=O)C1=CC=C(C=C1)F)F (rac-6-[(4-tert-Butylphenyl)(fluoro)methyl]-5-(4-fluorophenyl)-7-isopropyl-2,2-dimethyl-2,3-dihydro-4H-chromen-4-one), N[C@H]1[C@H](CC2=CC=CC=C12)O ((1R,2S)-1-aminoindan-2-ol). Run in O1CCCC1 (tetrahydrofuran), O1CCCC1 (tetrahydrofuran), C(C)(=O)OCC (ethyl acetate). Run at time 30 minute. Product: C(C)(C)(C)C1=CC=C(CC=2C(=C3[C@H](CC(OC3=CC2C(C)C)(C)C)O)C2=CC=C(C=C2)F)C=C1 ((4S)-6-(4-tert-Butylbenzyl)-5-(4-fluorophenyl)-7-isopropyl-2,2-dimethylchroman-4-ol). Reaction SMILES: N[C@@H]1C2C(=CC=CC=2)C[C@@H]1O.[C:12]([C:16]1[CH:21]=[CH:20][C:19]([CH:22](F)[C:23]2[C:24]([C:39]3[CH:44]=[CH:43][C:42]([F:45])=[CH:41][CH:40]=3)=[C:25]3[C:30](=[CH:31][C:32]=2[CH:33]([CH3:35])[CH3:34])[O:29][C:28]([CH3:37])([CH3:36])[CH2:27][C:26]3=[O:38])=[CH:18][CH:17]=1)([CH3:15])([CH3:14])[CH3:13].CO>O1CCCC1.C(OCC)(=O)C>[C:12]([C:16]1[CH:17]=[CH:18][C:19]([CH2:22][C:23]2[C:24]([C:39]3[CH:40]=[CH:41][C:42]([F:45])=[CH:43][CH:44]=3)=[C:25]3[C:30](=[CH:31][C:32]=2[CH:33]([CH3:35])[CH3:34])[O:29][C:28]([CH3:36])([CH3:37])[CH2:27][C@@H:26]3[OH:38])=[CH:20][CH:21]=1)([CH3:14])([CH3:15])[CH3:13]. Reported procedure: 150 μl (840 μmol) of borane/N,N-diethylaniline complex are added slowly to a solution of 4.70 mg (30 μmol) of (1R,2S)-1-aminoindan-2-ol in 5 ml of tetrahydrofuran, and the mixture is stirred for 30 min. A solution of 100 mg (210 μmol) of rac-6-[(4-tert-butylphenyl)(fluoro)methyl]-5-(4-fluorophenyl)-7-isopropyl-2,2-dimethyl-2,3-dihydro-4H-chromen-4-one (Example 28A) in 5 ml of tetrahydrofuran is then slowly added dropwise. After 3 h of stirring at room temperature, methanol is added and the solve... Starting materials: O[C@@H]1C(C2CCC=3C4=CC[C@H]([C@H](CC=O)C)[C@]4(CCC3[C@]2(CC1)C)C)(C)C ((20S)-3β-hydroxy-4,4,20-trimethyl-pregna-8,14-dien-21-carbaldehyde), N1CCOCC1 (morpholine), C(C)(=O)O[BH-](OC(C)=O)OC(C)=O.[Na+] (sodium tris(acetoxy)borohydride). Yields the product N1(CCOCC1)CC[C@H](C)[C@H]1CC=C2C=3CC[C@H]4C([C@H](CC[C@]4(C)C3CC[C@]12C)O)(C)C ((20S)-20-[(morpholin-4-yl)ethyl]-4,4-dimethyl-5α-pregna-8,14-dien-3β-ol). RXN SMILES: [OH:1][C@H:2]1[CH2:23][CH2:22][C@@:21]2([CH3:24])[CH:4]([CH2:5][CH2:6][C:7]3[C:8]4[C@:17]([CH3:25])([CH2:18][CH2:19][C:20]=32)[C@@H:11]([C@@H:12]([CH3:16])[CH2:13][CH:14]=O)[CH2:10][CH:9]=4)[C:3]1([CH3:27])[CH3:26].[NH:28]1[CH2:33][CH2:32][O:31][CH2:30][CH2:29]1.C(O[BH-](OC(=O)C)OC(=O)C)(=O)C.[Na+]>>[N:28]1([CH2:14][CH2:13][C@@H:12]([C@@H:11]2[C@:17]3([CH3:25])[C:8]([C:7]4[CH2:6][CH2:5][C@@H:4]5[C@:21]([C:20]=4[CH2:19][CH2:18]3)([CH3:24])[CH2:22][CH2:23][C@H:2]([OH:1])[C:3]5([CH3:27])[CH3:26])=[CH:9][CH2:10]2)[CH3:16])[CH2:33][CH2:32][O:31][CH2:30][CH2:29]1 |f:2.3|. Procedure: (20S)-3β-hydroxy-4,4,20-trimethyl-pregna-8,14-dien-21-carbaldehyde was treated with morpholine and sodium tris(acetoxy)borohydride as described in Example 9d). (20S)-20-[(morpholin-4-yl)ethyl]-4,4-dimethyl-5α-pregna-8,14-dien-3β-ol was isolated as a white solid. Reactants: O=C(O)C1CCN(C(=O)OCc2ccccc2)CC1, CC(C)N=C([O-])NC(C)C, CC(C)N=C(NC(C)C)OC(C)(C)C, ClCCl. The product is CC(C)(C)OC(=O)C1CCN(C(=O)OCc2ccccc2)CC1. Reaction SMILES: [CH2:1]([c:2]1[cH:3][cH:4][cH:5][cH:6][cH:7]1)[O:8][C:9](=[O:10])[N:11]1[CH2:12][CH2:13][CH:14]([C:17](=[O:18])[OH:19])[CH2:15][CH2:16]1.[CH:20]([NH:21][C:22](=[N:23][CH:24]([CH3:25])[CH3:26])[O-:27])([CH3:28])[CH3:29].[CH:30]([NH:31][C:32](=[N:33][CH:34]([CH3:35])[CH3:40])[O:41][C:36]([CH3:37])([CH3:38])[CH3:39])([CH3:42])[CH3:43].[Cl:44][CH2:45][Cl:46]>>[CH2:1]([c:2]1[cH:3][cH:4][cH:5][cH:6][cH:7]1)[O:8][C:9](=[O:10])[N:11]1[CH2:12][CH2:13][CH:14]([C:17](=[O:18])[O:19][C:36]([CH3:37])([CH3:38])[CH3:39])[CH2:15][CH2:16]1. Reactants: [Li] (lithium), OC(C=1C=NC=CC1C)C=1C=C2C=CC(=CC2=CC1)C(=O)OC(C)C (isopropyl 6-[1-hydroxy-1-(4-methyl-3-pyridyl)methyl]-2-napthoate), [Li] (lithium). The solvent is O1CCCC1 (tetrahydrofuran), O1CCCC1 (tetrahydrofuran). Conditions: time 24 hour. Yields the product OCC=1C=C2C=CC(=CC2=CC1)C(O)C=1C=NC=CC1C (1-(6-hydroxymethyl-2-naphthyl)-1-(4-methyl-3-pyridyl)methanol). Yield: 63.6%. As a reaction SMILES: [OH:1][CH:2]([C:10]1[CH:11]=[C:12]2[C:17](=[CH:18][CH:19]=1)[CH:16]=[C:15]([C:20](OC(C)C)=[O:21])[CH:14]=[CH:13]2)[C:3]1[CH:4]=[N:5][CH:6]=[CH:7][C:8]=1[CH3:9].[Li]>O1CCCC1>[OH:21][CH2:20][C:15]1[CH:16]=[C:17]2[C:12](=[CH:13][CH:14]=1)[CH:11]=[C:10]([CH:2]([C:3]1[CH:4]=[N:5][CH:6]=[CH:7][C:8]=1[CH3:9])[OH:1])[CH:19]=[CH:18]2 |^1:25|. Reported procedure: 0.3 g (0.9 mmol) of isopropyl 6-[1-hydroxy-1-(4-methyl-3-pyridyl)methyl]-2-napthoate in 5 ml of absolute tetrahydrofuran is added, at 0° C., to 38 mg (1 mmol) of lithium alanate in 1 ml of absolute tetrahydrofuran, and the mixture is then stirred at room temperature (24 h). After addition of a further 40 mg (1 mmol) of lithium alanate the mixture is stirred at room temperature for 24 h. Excess lithium alanate is destroyed with 2 N HCl, and the solution is neutralized with sodium bicarbonate solu...